This data is from the Open Reaction Database (ORD), a public repository of structured organic reaction records. The task is: describe an organic reaction: reactants, conditions, products, and yield The reactants are 204 A1, CC1=CC=C(C=C1)N1C(=CC=C1)C#N (1-(4-methylphenyl)-2-cyanopyrrole), C(CCC)[Sn](CCCC)(CCCC)N=[N+]=[N-] (tributyltin azide). Product: 4-(2-(2H-2-trityltetrazol-5-yl)-1-pyrrolyl)-benzyl bromide, N1N=NN=C1C=1N(C=CC1)C1=CC=C(C=C1)C (4-(2-(1H-tetrazol-5-yl)-1-pyrrolyl)-methylbenzene). Reaction SMILES: [CH3:1][C:2]1[CH:7]=[CH:6][C:5]([N:8]2[CH:12]=[CH:11][CH:10]=[C:9]2[C:13]#[N:14])=[CH:4][CH:3]=1.C([Sn]([N:28]=[N+:29]=[N-:30])(CCCC)CCCC)CCC>>[NH:28]1[C:13]([C:9]2[N:8]([C:5]3[CH:6]=[CH:7][C:2]([CH3:1])=[CH:3][CH:4]=3)[CH:12]=[CH:11][CH:10]=2)=[N:14][N:30]=[N:29]1. Procedure: 4-(2-(2H-2-trityltetrazol-5-yl)-1-pyrrolyl)-benzyl bromide is prepared as described in EP 0 480 204 A1 preparation 1 and 8, and as described in EXAMPLE 10. To this end 1-(4-methylphenyl)-2-cyanopyrrole is reacted with tributyltin azide to give 4-(2-(1H-tetrazol-5-yl)-1-pyrrolyl)-methylbenzene, which is protected by reaction with triphenylmethyl chloride. The benzylic methyl group of (2-(2H-2-trityltetrazol-5-yl)-1-pyrrolyl)-methylbenzene is then converted to the benzyl bromide with N-bromosuccin... Procedure: In a 250 mL flask equipped with a nitrogen inlet, overhead stirring assembly, and reflux condenser were placed 4-nitrobenzoyl chloride (22.6 g, 0.122 mol), bromobenzene (100 g, 0.63 mol), and aluminum chloride (17.3 g, 0.13 mol). The mixture was heated for 3 h at 100° C., then cooled to room temperature and stirred for an additional 16 h. The mixture was poured into 1 L of acidic (HCl) ice water, and the organics were extracted using methylene chloride, dried over magnesium sulfate, and the solv... Yields the product BrC1=CC=C(C(=O)C2=CC=C(C=C2)[N+](=O)[O-])C=C1 (4-bromo-4'-nitrobenzophenone). The yield is 78.2%. RXN SMILES: [N+:1]([C:4]1[CH:12]=[CH:11][C:7]([C:8](Cl)=[O:9])=[CH:6][CH:5]=1)([O-:3])=[O:2].[Br:13][C:14]1[CH:19]=[CH:18][CH:17]=[CH:16][CH:15]=1.[Cl-].[Al+3].[Cl-].[Cl-].Cl>>[Br:13][C:14]1[CH:19]=[CH:18][C:17]([C:8]([C:7]2[CH:11]=[CH:12][C:4]([N+:1]([O-:3])=[O:2])=[CH:5][CH:6]=2)=[O:9])=[CH:16][CH:15]=1 |f:2.3.4.5|. Run at temperature 100 celsius. The reactants are [N+](=O)([O-])C1=CC=C(C(=O)Cl)C=C1 (4-nitrobenzoyl chloride), Cl (HCl), BrC1=CC=CC=C1 (bromobenzene), [Cl-].[Al+3].[Cl-].[Cl-] (aluminum chloride). Reactants: C(C)(=O)P(OC)(=O)C1=CC=CC=C1 (Methyl acetylphenylphosphinate), [I-].[Na+] (sodium iodide). Reaction SMILES: [C:1]([P:4]([C:8]1[CH:13]=[CH:12][CH:11]=[CH:10][CH:9]=1)(=[O:7])[O:5]C)(=[O:3])[CH3:2].[I-].[Na+:15]>CC(CC)=O>[C:1]([P:4]([C:8]1[CH:13]=[CH:12][CH:11]=[CH:10][CH:9]=1)(=[O:5])[O-:7])(=[O:3])[CH3:2].[Na+:15] |f:1.2,4.5|. Procedure: Methyl acetylphenylphosphinate (5.0 g, 0.025 mol) was added to a solution of sodium iodide (3.8 g, 0.025 mol) in molecular sieve dried ethyl methyl ketone (50 ml) and the resulting solution was stirred and refluxed for 15 minutes. The solvent is CC(=O)CC (ethyl methyl ketone). Yields the product C(C)(=O)P([O-])(=O)C1=CC=CC=C1.[Na+] (Sodium acetylphenylphosphinate). The reactants are C(C)OC(C(=O)NCC1=C2N=C(C(=NC2=CC(=C1)Br)OC)OC)=O (N-(7-bromo-2,3-dimethoxy-quinoxalin-5-ylmethyl)-oxalamic acid ethyl ester). The solvent is solution, Br (hydrogen bromide), C(C)(=O)O (acetic acid), C(C)OCC (diethyl ether). Reaction conditions: time 16 hour. Yields the product C(C)OC(C(=O)NCC1=C2NC(C(NC2=CC(=C1)Br)=O)=O)=O (N-(7-Bromo-2,3-dioxo-1,2,3,4-tetrahydroquinoxalin-5-ylmethyl)-oxalamic acid ethyl ester). Reaction SMILES: [CH2:1]([O:3][C:4](=[O:24])[C:5]([NH:7][CH2:8][C:9]1[CH:18]=[C:17]([Br:19])[CH:16]=[C:15]2[C:10]=1[N:11]=[C:12]([O:22]C)[C:13]([O:20]C)=[N:14]2)=[O:6])[CH3:2]>Br.C(O)(=O)C.C(OCC)C>[CH2:1]([O:3][C:4](=[O:24])[C:5]([NH:7][CH2:8][C:9]1[CH:18]=[C:17]([Br:19])[CH:16]=[C:15]2[C:10]=1[NH:11][C:12](=[O:22])[C:13](=[O:20])[NH:14]2)=[O:6])[CH3:2]. Procedure: 254 mg (0.79 mmol) of N-(7-bromo-2,3-dimethoxy-quinoxalin-5-ylmethyl)-oxalamic acid ethyl ester are dissolved in 6 ml of an approximately 25% solution of hydrogen bromide in acetic acid, and the solution is stirred at room temperature for 16 hours. The mixture is diluted with diethyl ether, and the solid is filtered off and washed with diethyl ether. After drying under a high vacuum, the title compound is obtained in the form of a beige solid. Starting materials: CI, CO, CC(C)(CS)NC(=O)OCc1ccccc1. The product is CSCC(C)(C)NC(=O)OCc1ccccc1. As a reaction SMILES: [CH3:17][I:18].[CH3:19][OH:20].[SH:1][CH2:2][C:3]([CH3:4])([CH3:5])[NH:6][C:7]([O:8][CH2:9][c:10]1[cH:11][cH:12][cH:13][cH:14][cH:15]1)=[O:16]>>[S:1]([CH2:2][C:3]([CH3:4])([CH3:5])[NH:6][C:7]([O:8][CH2:9][c:10]1[cH:11][cH:12][cH:13][cH:14][cH:15]1)=[O:16])[CH3:17].